From a dataset of the Open Reaction Database (ORD), a public repository of structured organic reaction records. describe an organic reaction: reactants, conditions, products, and yield Reactants: C(C)NC(CN1C[C@H]2[C@@H](CC1)C[C@H](N2S(=O)(=O)C2=CC=C(C=C2)OC)C(=O)OCC)=O (ethyl rel-(2S,3aS,7aR)-6-[2-(ethylamino)-2-oxoethyl]-1-[(4-methoxyphenyl)sulfonyl]octahydro-1H-pyrrolo[2,3-c]pyridine-2-carboxylate), C1CCOC1 (THF), O.[OH-].[Li+] (Lithium hydroxide monohydrate). Solvent: O (H2O). Conditions: time 18 hour. The product is C(C)NC(CN1C[C@H]2[C@@H](CC1)C[C@H](N2S(=O)(=O)C2=CC=C(C=C2)OC)C(=O)O)=O (rel-(2S,3aS,7aR)-6-[2-(ethylamino)-2-oxoethyl]-1-[(4-methoxyphenyl)sulfonyl]octahydro-1H-pyrrolo[2,3-c]pyridine-2-carboxylic acid). RXN SMILES: [CH2:1]([NH:3][C:4](=[O:31])[CH2:5][N:6]1[CH2:11][CH2:10][C@H:9]2[CH2:12][C@@H:13]([C:26]([O:28]CC)=[O:27])[N:14]([S:15]([C:18]3[CH:23]=[CH:22][C:21]([O:24][CH3:25])=[CH:20][CH:19]=3)(=[O:17])=[O:16])[C@H:8]2[CH2:7]1)[CH3:2].C1COCC1.O.[OH-].[Li+]>O>[CH2:1]([NH:3][C:4](=[O:31])[CH2:5][N:6]1[CH2:11][CH2:10][C@H:9]2[CH2:12][C@@H:13]([C:26]([OH:28])=[O:27])[N:14]([S:15]([C:18]3[CH:23]=[CH:22][C:21]([O:24][CH3:25])=[CH:20][CH:19]=3)(=[O:17])=[O:16])[C@H:8]2[CH2:7]1)[CH3:2] |f:2.3.4|. Procedure: A solution of ethyl rel-(2S,3aS,7aR)-6-[2-(ethylamino)-2-oxoethyl]-1-[(4-methoxyphenyl)sulfonyl]octahydro-1H-pyrrolo[2,3-c]pyridine-2-carboxylate under step a) (62 mg, 0.13 mmol) was made in 1:1 THF:H2O (20 vols). Lithium hydroxide monohydrate (65.5 mg, 1.56 mmol) was added and the reaction stirred at room temperature for 18 hours. The THF was removed in vacuo, and the aqueous layer extracted with EtOAc (3×10 mL). The organic extracts were collected, dried over magnesium sulfate and filtered. Th...